Dataset: the Open Reaction Database (ORD), a public repository of structured organic reaction records. Task: describe an organic reaction: reactants, conditions, products, and yield Starting materials: CCc1nc2ccccc2n1-c1nc(N2CCOCC2)c2nc(CO)n(C)c2n1, O=C(Cl)C(=O)Cl, ClCCl, CN(C)C=O. The product is CCc1nc2ccccc2n1-c1nc(N2CCOCC2)c2nc(CCl)n(C)c2n1. As a reaction SMILES: [CH2:1]([CH3:2])[c:3]1[n:4][c:5]2[c:6]([n:7]1-[c:8]1[n:9][c:10]([N:20]3[CH2:21][CH2:22][O:23][CH2:24][CH2:25]3)[c:11]3[n:12][c:13]([CH2:18][OH:19])[n:14]([CH3:17])[c:15]3[n:16]1)[cH:26][cH:27][cH:28][cH:29]2.[Cl:30][C:31]([C:32]([Cl:33])=[O:34])=[O:35].[Cl:36][CH2:37][Cl:38].[O:39]=[CH:40][N:41]([CH3:42])[CH3:43]>>[CH2:1]([CH3:2])[c:3]1[n:4][c:5]2[c:6]([n:7]1-[c:8]1[n:9][c:10]([N:20]3[CH2:21][CH2:22][O:23][CH2:24][CH2:25]3)[c:11]3[n:12][c:13]([CH2:18][Cl:30])[n:14]([CH3:17])[c:15]3[n:16]1)[cH:26][cH:27][cH:28][cH:29]2.